Dataset: the Open Reaction Database (ORD), a public repository of structured organic reaction records. Task: describe an organic reaction: reactants, conditions, products, and yield Starting materials: BrCCC=C (4-bromobutene), CN1CCCC1=O (NMP), C([O-])([O-])=O.[K+].[K+] (potassium carbonate), FC=1C=CC(=C(C1)O)[N+](=O)[O-] (5-fluoro-2-nitro phenol). Solvent: O (water), CC(=O)C (acetone). Conditions: time 15 minute. The product is C(=CCC)OC=1C=C(C=CC1F)[N+](=O)[O-] (3-butenyloxy-4-fluoronitrobenzene). Reaction SMILES: CN1[C:6](=[O:7])[CH2:5][CH2:4][CH2:3]1.C(=O)([O-])[O-].[K+].[K+].[F:14][C:15]1[CH:16]=[CH:17][C:18]([N+:22]([O-:24])=[O:23])=[C:19](O)[CH:20]=1.BrCCC=C>O.CC(C)=O>[CH:6]([O:7][C:20]1[CH:19]=[C:18]([N+:22]([O-:24])=[O:23])[CH:17]=[CH:16][C:15]=1[F:14])=[CH:5][CH2:4][CH3:3] |f:1.2.3|. Reported procedure: To a suspension of NMP (20 ml), acetone (20 ml) and potassium carbonate (8.85 g) was added 5-fluoro-2-nitro phenol (5.0 g, 30 mmol) in one portion. After 15 minutes, the suspension began to turn yellow. After stirring 30 minutes under nitrogen, 4-bromobutene (4.25 ml) was added and the suspension was refluxed for 18 hours. The suspension was poured into water and extracted with 3×200 ml of diethyl ether. The aqueous layer was acidified with 2N HCl and extracted with ether. The ether layers were ... Reactants: CCOCc1nc2cnc3ccccc3c2n1CC1(O)CCCC1, C=CS(C)(=O)=O, [H-], [Na+], C1CCOC1, O. Product: CCOCc1nc2cnc3ccccc3c2n1CC1(OCCS(C)(=O)=O)CCCC1. Reaction SMILES: [CH2:3]([CH3:4])[O:5][CH2:6][c:7]1[n:8]([CH2:20][C:21]2([OH:26])[CH2:22][CH2:23][CH2:24][CH2:25]2)[c:9]2[c:10]([cH:11][n:12][c:13]3[cH:14][cH:15][cH:16][cH:17][c:18]23)[n:19]1.[CH:27](=[CH2:28])[S:29](=[O:30])(=[O:31])[CH3:32].[H-:1].[Na+:2].[O:34]1[CH2:35][CH2:36][CH2:37][CH2:38]1.[OH2:33]>>[CH2:3]([CH3:4])[O:5][CH2:6][c:7]1[n:8]([CH2:20][C:21]2([O:26][CH2:28][CH2:27][S:29](=[O:30])(=[O:31])[CH3:32])[CH2:22][CH2:23][CH2:24][CH2:25]2)[c:9]2[c:10]([cH:11][n:12][c:13]3[cH:14][cH:15][cH:16][cH:17][c:18]23)[n:19]1. Starting materials: COC(=O)CBr, C=C(C)n1c(=O)[nH]c2ccccc21, O=C([O-])[O-], CC#N, [K+], [K+]. Yields the product C=C(C)n1c(=O)n(CC(=O)OC)c2ccccc21. RXN SMILES: [Br:14][CH2:15][C:16](=[O:17])[O:18][CH3:19].[C:1](=[CH2:2])([CH3:3])[n:4]1[c:5](=[O:13])[nH:6][c:7]2[c:8]1[cH:9][cH:10][cH:11][cH:12]2.[C:20](=[O:21])([O-:22])[O-:23].[CH3:26][C:27]#[N:28].[K+:24].[K+:25]>>[C:1](=[CH2:2])([CH3:3])[n:4]1[c:5](=[O:13])[n:6]([CH2:15][C:16](=[O:17])[O:18][CH3:19])[c:7]2[c:8]1[cH:9][cH:10][cH:11][cH:12]2. The reactants are O1CCCC=C1 (dihydropyran), NC=1C=C(C(=O)OCC)C=CC1 (ethyl m-aminobenzoate), ClC1=CC=C(C=C1)S(=O)(=O)N[C@H](C(=O)O)CO ((S)-2-(4-chlorobenzenesulfonylamino)-3-hydroxypropanoic acid). The product is ClC1=CC=C(C=C1)S(=O)(=O)N[C@H](C(=O)NC1=CC(=CC=C1)C(=O)OCC)COC1OCCCC1 ((S)-2-(4-chlorobenzenesulfonylamino)-N-(3-ethoxycarbonylphenyl)-3-(tetrahydropyran-2-yloxy)propanamide). Reaction SMILES: [O:1]1[CH:6]=[CH:5][CH2:4][CH2:3][CH2:2]1.[NH2:7][C:8]1[CH:9]=[C:10]([CH:16]=[CH:17][CH:18]=1)[C:11]([O:13][CH2:14][CH3:15])=[O:12].[Cl:19][C:20]1[CH:25]=[CH:24][C:23]([S:26]([NH:29][C@@H:30]([CH2:34][OH:35])[C:31](O)=[O:32])(=[O:28])=[O:27])=[CH:22][CH:21]=1>>[Cl:19][C:20]1[CH:21]=[CH:22][C:23]([S:26]([NH:29][C@@H:30]([CH2:34][O:35][CH:6]2[CH2:5][CH2:4][CH2:3][CH2:2][O:1]2)[C:31]([NH:7][C:8]2[CH:18]=[CH:17][CH:16]=[C:10]([C:11]([O:13][CH2:14][CH3:15])=[O:12])[CH:9]=2)=[O:32])(=[O:27])=[O:28])=[CH:24][CH:25]=1. Reported procedure: The procedure described in Example 1 was repeated, except that dihydropyran (1.46 ml) and ethyl m-aminobenzoate (2.13 g) were successively reacted with (S)-2-(4-chlorobenzenesulfonylamino)-3-hydroxypropanoic acid (3 g) to obtain (S)-2-(4-chlorobenzenesulfonylamino)-N-(3-ethoxycarbonylphenyl)-3-(tetrahydropyran-2-yloxy)propanamide (2.3 g). The reactants are ice water, C(C)(=O)NC(C(=O)OCC)C(=O)OCC (Diethyl acetamidomalonate), BrCCCCCCC(=O)OCC (ethyl 7-bromoheptanoate), [Na] (sodium), C(C)O (ethanol). Run in [O-]CC (ethoxide). Yields the product C(C)(=O)NC(C(=O)OCC)(C(=O)OCC)CCCCCC(OCC)=C=O (diethyl acetamido-(6-ethoxy-carbonylhexyl)malonate). Reaction SMILES: [C:1]([NH:4][CH:5]([C:11]([O:13][CH2:14][CH3:15])=[O:12])[C:6]([O:8][CH2:9][CH3:10])=[O:7])(=[O:3])[CH3:2].BrC[CH2:18][CH2:19][CH2:20][CH2:21][CH2:22][C:23]([O:25][CH2:26][CH3:27])=O.[Na].[CH2:29]([OH:31])C>[O-]CC>[C:1]([NH:4][C:5]([CH2:18][CH2:19][CH2:20][CH2:21][CH2:22][C:23](=[C:29]=[O:31])[O:25][CH2:26][CH3:27])([C:11]([O:13][CH2:14][CH3:15])=[O:12])[C:6]([O:8][CH2:9][CH3:10])=[O:7])(=[O:3])[CH3:2] |^1:27|. Procedure: Diethyl acetamidomalonate (16.7 g) and ethyl 7-bromoheptanoate (16.6 g) were dissolved in ethanolic ethoxide (prepared from sodium (1.51 g) and absolute ethanol (30 ml) and the mixture was refluxed for 27 h. The cooled solution was poured into ice-water, the product was extracted into ether, and the dried extract was evaporated to give crude diethyl acetamido-(6-ethoxy-carbonylhexyl)malonate as a pale yellow oil, 2.2(3H, singlet, -COCH3), 4.17(6H, multiplet, 3×--OCH2 --CH3). This amide was reflu... Starting materials: CCCCCCO, C[Si](C)(C)Cl, ClCCl. Yields the product CCCCCCO[Si](C)(C)C. RXN SMILES: [CH2:1]([CH2:2][CH2:3][CH2:4][CH2:5][CH3:6])[OH:7].[CH3:8][Si:9]([Cl:10])([CH3:11])[CH3:12].[Cl:13][CH2:14][Cl:15]>>[CH2:1]([CH2:2][CH2:3][CH2:4][CH2:5][CH3:6])[O:7][Si:9]([CH3:8])([CH3:11])[CH3:12]. Starting materials: S1C2=C(C=C1C(=O)O)CCCC2 (4,5,6,7-Tetrahydro-benzo[b]thiophene-2-carboxylic acid), C(C(=O)Cl)(=O)Cl (Oxalyl chloride), solution. Reagents/catalysts: CN(C=O)C (N,N-dimethylformamide). Run in ClCCl (dichloromethane), ClCCl (DCM). Run at temperature 0 celsius. The product is S1C2=C(C=C1C(=O)Cl)CCCC2 (4,5,6,7-Tetrahydro-benzo[b]thiophene-2-carbonyl chloride). RXN SMILES: [S:1]1[C:5]([C:6](O)=[O:7])=[CH:4][C:3]2[CH2:9][CH2:10][CH2:11][CH2:12][C:2]1=2.C(Cl)(=O)C([Cl:16])=O>ClCCl.CN(C)C=O>[S:1]1[C:5]([C:6]([Cl:16])=[O:7])=[CH:4][C:3]2[CH2:9][CH2:10][CH2:11][CH2:12][C:2]1=2. Procedure: 4,5,6,7-Tetrahydro-benzo[b]thiophene-2-carboxylic acid (1.0 g, 5.50 mmol) is dissolved in dichloromethane [DCM] (25 mL) that contains 5 drops of N,N-dimethylformamide [DMF] under nitrogen and cooled to 0° C. Oxalyl chloride (13.7 mL of a 2.0M solution in DCM) is added via syringe and allowed to warm to RT over 1 hour. All solvent is then removed under reduced pressure, and the resultant oil is reduced from toluene (3×20 mL) to remove residual oxalyl chloride. The residue is then dissolved in eth...